Dataset: the Open Reaction Database (ORD), a public repository of structured organic reaction records. Task: describe an organic reaction: reactants, conditions, products, and yield The reactants are FC1=C(C(=CC(=C1)F)NC)N (3,5-difluoro-N1-methylbenzene-1,2-diamine), ClCC(=O)O (2-chloroacetic acid). Product: ClCC1=NC2=C(N1C)C=C(C=C2F)F (2-(chloromethyl)-4,6-difluoro-1-methyl-1H-benzo[d]imidazole). Isolated yield 21.5%. As a reaction SMILES: [F:1][C:2]1[CH:7]=[C:6]([F:8])[CH:5]=[C:4]([NH:9][CH3:10])[C:3]=1[NH2:11].[Cl:12][CH2:13][C:14](O)=O>>[Cl:12][CH2:13][C:14]1[N:9]([CH3:10])[C:4]2[CH:5]=[C:6]([F:8])[CH:7]=[C:2]([F:1])[C:3]=2[N:11]=1. Procedure details: The title compound was prepared in accordance with the general method of Example 191(C), from 3,5-difluoro-N1-methylbenzene-1,2-diamine (1.50 g, 9.50 mmol) and 2-chloroacetic acid (1.3 g, 14 mmol). The crude residue was purified over silicagel chromatography (prepacked 25 g silicagel column, Cyclohexane/AcOEt: 70/30 as eluent) to afford 443 mg of 2-(chloromethyl)-4,6-difluoro-1-methyl-1H-benzo[d]imidazole (Yield: 22%) as a purple solid. RXN SMILES: [CH3:1][O:2][C:3]1[CH:8]=[CH:7][C:6]([N:9]2[C:13]([C:14]3[CH:19]=[CH:18][CH:17]=[CH:16][CH:15]=3)=[CH:12][N:11]=[C:10]2S)=[CH:5][CH:4]=1.C(O)C.[OH-].[NH4+]>[Ni].C(OCC)(=O)C>[CH3:1][O:2][C:3]1[CH:4]=[CH:5][C:6]([N:9]2[C:13]([C:14]3[CH:15]=[CH:16][CH:17]=[CH:18][CH:19]=3)=[CH:12][N:11]=[CH:10]2)=[CH:7][CH:8]=1 |f:2.3|. The solvent is C(C)(=O)OCC (ethyl acetate), C(C)(=O)OCC (ethyl acetate). Procedure details: A mixture of 12 parts of 1-(4-methoxyphenyl)-5-phenyl-1H-imidazole-2-thiol, 10 parts of Raney-nickel catalyst, 160 parts of ethanol, 180 parts of ethyl acetate and 36 parts of ammonium hydroxide is stirred and refluxed overnight. The solution is dcanted and the residue Raney-nickel is boiled again in a mixture of 160 parts of ethanol and 180 parts of ethyl acetate. The solvent is decanted. The combined ethanol/ethyl acetate phases are evaporated. The residue is crystallized from a mixture of 2-p... Yields the product COC1=CC=C(C=C1)N1C=NC=C1C1=CC=CC=C1 (1-(4-methoxyphenyl)-5-phenyl-1H-imidazole). Reactants: 160, C(C)O (ethanol), 12, COC1=CC=C(C=C1)N1C(=NC=C1C1=CC=CC=C1)S (1-(4-methoxyphenyl)-5-phenyl-1H-imidazole-2-thiol), C(C)O (ethanol), [OH-].[NH4+] (ammonium hydroxide). Isolated yield 61.0%. The reagents and catalysts are [Ni] (Raney-nickel), [Ni] (Raney-nickel). Starting materials: CC1=CC=C(C=C1)C=1C(=CC=CC1)C(=O)NC1=CC=C(C(=O)N(C2=C(C=CC=C2)OCCCBr)C)C=C1 (4-(4′-methylbiphenyl-2-carboxamido)-N-methyl-N-[2-(3-bromopropoxy)phenyl]benzamide), C([O-])([O-])=O.[K+].[K+] (potassium carbonate), CN1CCNCC1 (1-methylpiperazine). Solvent: CN(C=O)C (N,N-dimethylformamide). Run at temperature 60 celsius, time 12 hour. The product is CC1=CC=C(C=C1)C=1C(=CC=CC1)C(=O)NC1=CC=C(C(=O)N(C2=C(C=CC=C2)OCCCN2CCN(CC2)C)C)C=C1 (4-(4′-methylbiphenyl-2-carboxamido)-N-methyl-N-[2-[3-(4-methylpiperazin-1-yl)propoxy]phenyl]benzamide). The yield is 33.5%. RXN SMILES: [CH3:1][C:2]1[CH:7]=[CH:6][C:5]([C:8]2[C:9]([C:14]([NH:16][C:17]3[CH:37]=[CH:36][C:20]([C:21]([N:23]([CH3:35])[C:24]4[CH:29]=[CH:28][CH:27]=[CH:26][C:25]=4[O:30][CH2:31][CH2:32][CH2:33]Br)=[O:22])=[CH:19][CH:18]=3)=[O:15])=[CH:10][CH:11]=[CH:12][CH:13]=2)=[CH:4][CH:3]=1.C(=O)([O-])[O-].[K+].[K+].[CH3:44][N:45]1[CH2:50][CH2:49][NH:48][CH2:47][CH2:46]1>CN(C)C=O>[CH3:1][C:2]1[CH:7]=[CH:6][C:5]([C:8]2[C:9]([C:14]([NH:16][C:17]3[CH:37]=[CH:36][C:20]([C:21]([N:23]([CH3:35])[C:24]4[CH:29]=[CH:28][CH:27]=[CH:26][C:25]=4[O:30][CH2:31][CH2:32][CH2:33][N:48]4[CH2:49][CH2:50][N:45]([CH3:44])[CH2:46][CH2:47]4)=[O:22])=[CH:19][CH:18]=3)=[O:15])=[CH:10][CH:11]=[CH:12][CH:13]=2)=[CH:4][CH:3]=1 |f:1.2.3|. Reported procedure: To a solution of 4-(4′-methylbiphenyl-2-carboxamido)-N-methyl-N-[2-(3-bromopropoxy)phenyl]benzamide (520 mg) in N,N-dimethylformamide (15 ml) was added potassium carbonate (386 mg) and 1-methylpiperazine (280 mg) at ambient temperature. The reaction mixture was stirred at 60° C. for 12 hours. The reaction mixture was cooled and extracted with ethyl acetate and washed with water, saturated sodium hydrogen carbonate and brine. The organic solution was dried over sodium sulfate. The solvent was rem... Product: C(C)(=O)C1=CC=C(C=C1)C1=CC=C(O1)C(N)=NO (5-(4-Acetylphenyl)-2-furamidoxime). RXN SMILES: [C:1]([C:4]1[CH:9]=[CH:8][C:7]([C:10]2[O:14][C:13]([C:15]#[N:16])=[CH:12][CH:11]=2)=[CH:6][CH:5]=1)(=[O:3])[CH3:2].O(C)[Na].[NH2:20][OH:21].Cl>CO>[C:1]([C:4]1[CH:5]=[CH:6][C:7]([C:10]2[O:14][C:13]([C:15](=[N:20][OH:21])[NH2:16])=[CH:12][CH:11]=2)=[CH:8][CH:9]=1)(=[O:3])[CH3:2] |f:2.3|. The reactants are NO.Cl (NH2OH.HCl), ( 0.080 ), C(C)(=O)C1=CC=C(C=C1)C1=CC=C(O1)C#N (5-(4-acetylphenyl)-2-furonitrile), O([Na])C (NaOCH3). Conditions: time 2 hour. Procedure details: A mixture of 17.0 g (0.080) mole of 5-(4-acetylphenyl)-2-furonitrile, 4.24 g (0.080 mole) of NaOCH3 and 300 ml of anhydrous CH3OH was refluxed for 1 hour and then cooled to room temperature. After adding 5.16 g (0.080 mole) of NH2OH.HCl, the reaction was stirred at room temperature for 2 hours at near reflux for 15 minutes and then cooled in an ice bath. The resulting solid was filtered, air dried, and recrystallized from ethyl acetate/Darco to yield 4.5 g (23%). An analytical sample was prepare... The solvent is CO (CH3OH). Reaction SMILES: C([O:4][C:5]1[C:14]([O:15][CH3:16])=[CH:13][CH:12]=[C:11]2[C:6]=1[CH2:7][CH2:8][CH2:9][CH2:10]2)(=O)C.C(C1C(=O)C(Cl)=C(Cl)C(=[O:22])C=1C#N)#N.C1(=O)C2C(=CC=CC=2)CCC1>O1CCOCC1.O>[OH:4][C:5]1[C:14]([O:15][CH3:16])=[CH:13][CH:12]=[C:11]2[C:6]=1[CH2:7][CH2:8][CH2:9][C:10]2=[O:22] |f:3.4|. Product: OC1=C2CCCC(C2=CC=C1OC)=O (5-hydroxy-6-methoxy-1-tetralone). Starting materials: 5-hydroxy, C1(CCCC2=CC=CC=C12)=O (tetralone), C(C)(=O)OC1=C2CCCCC2=CC=C1OC (5-acetoxy-6-methoxy-1,2,3,4-tetrahydronaphthalene), C(#N)C1=C(C(=O)C(=C(C1=O)Cl)Cl)C#N (DDQ). The solvent is O1CCOCC1.O (dioxane water). Procedure details: The 5-hydroxy isomer 7 was converted to 5-acetoxy-6-methoxy-1,2,3,4-tetrahydronaphthalene (9) in 95% yield. Reaction of the 9 with DDQ in dioxane-water led to the formation of tetralone 10 as a single isomer in 96% yield. The correct position of the keto group was confirmed by single-crystal X-ray crystallography. The acetate was removed by treating tetralone 10 with sodium bicarbonate in methanol to form 5-hydroxy-6-methoxy-1-tetralone (11). Reactants: BrB(Br)Br, ClCCl, COc1ccc(F)c(C(N)=O)c1. Product: NC(=O)c1cc(O)ccc1F. RXN SMILES: [B:1]([Br:2])([Br:3])[Br:4].[Cl:17][CH2:18][Cl:19].[F:5][c:6]1[c:7]([C:14](=[O:15])[NH2:16])[cH:8][c:9]([O:12][CH3:13])[cH:10][cH:11]1>>[F:5][c:6]1[c:7]([C:14](=[O:15])[NH2:16])[cH:8][c:9]([OH:12])[cH:10][cH:11]1. Starting materials: C=Cc1cccc2ccc(OC(C)=O)nc12, CO, O. Product: C=Cc1cccc2ccc(O)nc12. Reaction SMILES: [C:1](=[O:2])([CH3:3])[O:4][c:5]1[n:6][c:7]2[c:8]([CH:15]=[CH2:16])[cH:9][cH:10][cH:11][c:12]2[cH:13][cH:14]1.[CH3:18][OH:19].[OH2:17]>>[OH:4][c:5]1[n:6][c:7]2[c:8]([CH:15]=[CH2:16])[cH:9][cH:10][cH:11][c:12]2[cH:13][cH:14]1.